From a dataset of the Open Reaction Database (ORD), a public repository of structured organic reaction records. describe an organic reaction: reactants, conditions, products, and yield Reactants: solution, COC(C=O)OC (glyoxal 1,1-dimethyl acetal), COC=1C=C2C[C@@H](C2=CC1OC)CN(CCCN)C (N-{[(7S)-3,4-dimethoxybicyclo[4.2.0]octa-1,3,5-trien-7-yl]methyl}-N-methylpropane-1,3-diamine). The reagents and catalysts are [Pd] (Pd/C). Run in O (water), C(C)O (ethanol). Run at time 12 hour. The product is COC=1C=C2C[C@@H](C2=CC1OC)CN(CCCNCC(OC)OC)C (N-{[(7S)-3,4-dimethoxybicyclo[4.2.0]octa-1,3,5-trien-7-yl]methyl}-N′-(2,2-dimethoxyethyl)-N-methylpropane-1,3-diamine). The yield is 90.0%. RXN SMILES: [CH3:1][O:2][C:3]1[CH:4]=[C:5]2[C:8](=[CH:9][C:10]=1[O:11][CH3:12])[C@@H:7]([CH2:13][N:14]([CH3:19])[CH2:15][CH2:16][CH2:17][NH2:18])[CH2:6]2.[CH3:20][O:21][CH:22]([O:25][CH3:26])[CH:23]=O>C(O)C.O.[Pd]>[CH3:1][O:2][C:3]1[CH:4]=[C:5]2[C:8](=[CH:9][C:10]=1[O:11][CH3:12])[C@@H:7]([CH2:13][N:14]([CH3:19])[CH2:15][CH2:16][CH2:17][NH:18][CH2:23][CH:22]([O:25][CH3:26])[O:21][CH3:20])[CH2:6]2. Reported procedure: 1 g (3.7 mmoles) of N-{[(7S)-3,4-dimethoxybicyclo[4.2.0]octa-1,3,5-trien-7-yl]methyl}-N-methylpropane-1,3-diamine is dissolved in 20 mL of ethanol. 520 mg (0.45 mL) of a 60% solution of glyoxal 1,1-dimethyl acetal in water and then 100 mg of Pd/C 10% are added. The reaction mixture is hydrogenated at atmospheric pressure and ambient temperature for 12 hours. The catalyst is filtered off and the filtrate is evaporated to dryness. 1.2 g of expected product are obtained in the form of an oil. The reactants are three, Cl (HCl), CC(C)(CCC(C)(O)C)O (2,5-dimethyl-2,5-hexanediol), Cl (HCl), Cl (HCl), C(Cl)Cl (methylene chloride). Run at temperature 0 celsius, time 8 hour. The product is ClC(C)(CCC(C)(C)Cl)C (2,5-Dichloro-2,5-dimethylhexane). Reaction SMILES: [ClH:1].[CH3:2][C:3](O)([CH2:5][CH2:6][C:7]([CH3:10])(O)[CH3:8])[CH3:4].C(Cl)[Cl:13]>>[Cl:1][C:3]([CH3:4])([CH2:5][CH2:6][C:7]([Cl:13])([CH3:10])[CH3:8])[CH3:2]. Procedure details: A 2 L three neck round bottom flask fit with an overhead stirrer, thermometer, and nitrogen inlet was charged with 1.2 L concentrated HCl. The HCl was stirred land chilled in an ice/salt bath to 0° C. Gradually, 150 g of 2,5-dimethyl-2,5-hexanediol (Aldrich) was added to the HCl. The reaction mixture was initially a milky white slurry which gradually thickened and the ice bath was removed to allow the reaction to warm to 10 C. The solids were isolated by filtration, dissolved in methylene chlori... Reactants: COC(CCCCCCCN1C(N(C2=C1C=CC=C2)CC2=CC=C(C=C2)Cl)=O)=O (8-[3-(4-chlorobenzyl)-2-oxo-benzimidazolin-1-yl]-caprylic acid methyl ester), [OH-].[Na+] (NaOH). Product: ClC1=CC=C(CN2C(N(C3=C2C=CC=C3)CCCCCCCC(=O)O)=O)C=C1 (8-[3-(4-Chlorobenzyl)-2-oxo-benzimidazolin-1-yl]-caprylic acid). RXN SMILES: C[O:2][C:3](=[O:29])[CH2:4][CH2:5][CH2:6][CH2:7][CH2:8][CH2:9][CH2:10][N:11]1[C:15]2[CH:16]=[CH:17][CH:18]=[CH:19][C:14]=2[N:13]([CH2:20][C:21]2[CH:26]=[CH:25][C:24]([Cl:27])=[CH:23][CH:22]=2)[C:12]1=[O:28].[OH-].[Na+]>>[Cl:27][C:24]1[CH:23]=[CH:22][C:21]([CH2:20][N:13]2[C:14]3[CH:19]=[CH:18][CH:17]=[CH:16][C:15]=3[N:11]([CH2:10][CH2:9][CH2:8][CH2:7][CH2:6][CH2:5][CH2:4][C:3]([OH:29])=[O:2])[C:12]2=[O:28])=[CH:26][CH:25]=1 |f:1.2|. Procedure details: The product is produced as described in example 22 from 4 g. 8-[3-(4-chlorobenzyl)-2-oxo-benzimidazolin-1-yl]-caprylic acid methyl ester and 0.8 g. of NaOH. The reactants are CC(=O)C1CC(C)(C)CCC1=O, ClC(Cl)Cl, O=C(Cl)C(=O)Cl. Product: CC(Cl)=C1CC(C)(C)CCC1=O. As a reaction SMILES: [C:1]([CH3:2])(=[O:3])[CH:4]1[C:5](=[O:12])[CH2:6][CH2:7][C:8]([CH3:10])([CH3:11])[CH2:9]1.[CH:19]([Cl:20])([Cl:21])[Cl:22].[Cl:13][C:14]([C:15]([Cl:16])=[O:17])=[O:18]>>[C:1]([CH3:2])(=[C:4]1[C:5](=[O:12])[CH2:6][CH2:7][C:8]([CH3:10])([CH3:11])[CH2:9]1)[Cl:13]. Starting materials: CCOC(=O)c1c(C[P+](c2ccccc2)(c2ccccc2)c2ccccc2)nc2cc(OC)c(OC)cc2c1-c1ccc(OC)c(OC)c1, CC[O-], Cn1ccnc1CCC=O, CCO, [Cl-], [Na+], O. The product is CCOC(=O)c1c(C=CCCc2nccn2C)nc2cc(OC)c(OC)cc2c1-c1ccc(OC)c(OC)c1. Reaction SMILES: [CH3:2][O:3][c:4]1[cH:5][c:6]2[c:7](-[c:41]3[cH:42][c:43]([O:49][CH3:50])[c:44]([O:47][CH3:48])[cH:45][cH:46]3)[c:8]([C:36](=[O:37])[O:38][CH2:39][CH3:40])[c:9]([CH2:16][P+:17]([c:18]3[cH:19][cH:20][cH:21][cH:22][cH:23]3)([c:24]3[cH:25][cH:26][cH:27][cH:28][cH:29]3)[c:30]3[cH:31][cH:32][cH:33][cH:34][cH:35]3)[n:10][c:11]2[cH:12][c:13]1[O:14][CH3:15].[CH3:52][CH2:53][O-:54].[CH3:55][n:56]1[c:57]([CH2:61][CH2:62][CH:63]=[O:64])[n:58][cH:59][cH:60]1.[CH3:66][CH2:67][OH:68].[Cl-:1].[Na+:51].[OH2:65]>>[CH3:2][O:3][c:4]1[cH:5][c:6]2[c:7](-[c:41]3[cH:42][c:43]([O:49][CH3:50])[c:44]([O:47][CH3:48])[cH:45][cH:46]3)[c:8]([C:36](=[O:37])[O:38][CH2:39][CH3:40])[c:9]([CH:16]=[CH:63][CH2:62][CH2:61][c:57]3[n:56]([CH3:55])[cH:60][cH:59][n:58]3)[n:10][c:11]2[cH:12][c:13]1[O:14][CH3:15]. Starting materials: COC(=O)C1CCOc2cc(Oc3ccc(C(=O)O)cc3)c(C#N)cc21, CCN(C(C)C)C(C)C, O=C(Cl)C(=O)Cl, Nc1ccc(Cl)c(Cl)c1, ClCCl, CN(C)C=O. Product: COC(=O)C1CCOc2cc(Oc3ccc(C(=O)Nc4ccc(Cl)c(Cl)c4)cc3)c(C#N)cc21. As a reaction SMILES: [C:1](#[N:2])[c:3]1[cH:4][c:5]2[c:10]([cH:11][c:12]1[O:13][c:14]1[cH:15][cH:16][c:17]([C:18](=[O:19])[OH:20])[cH:21][cH:22]1)[O:9][CH2:8][CH2:7][CH:6]2[C:23](=[O:24])[O:25][CH3:26].[CH:42]([N:43]([CH2:44][CH3:45])[CH:46]([CH3:47])[CH3:48])([CH3:49])[CH3:50].[Cl:27][C:28]([C:29]([Cl:30])=[O:31])=[O:32].[Cl:33][c:34]1[cH:35][c:36]([NH2:41])[cH:37][cH:38][c:39]1[Cl:40].[Cl:51][CH2:52][Cl:53].[O:54]=[CH:55][N:56]([CH3:57])[CH3:58]>>[C:1](#[N:2])[c:3]1[cH:4][c:5]2[c:10]([cH:11][c:12]1[O:13][c:14]1[cH:15][cH:16][c:17]([C:18](=[O:19])[NH:41][c:36]3[cH:35][c:34]([Cl:33])[c:39]([Cl:40])[cH:38][cH:37]3)[cH:21][cH:22]1)[O:9][CH2:8][CH2:7][CH:6]2[C:23](=[O:24])[O:25][CH3:26]. Starting materials: NC1=C(C(=O)C2=CC=C(C=C2)F)C=CC=C1 (2-amino-4′-fluorobenzophenone), C1(CC1)C(CC(=O)OC)=O (Methyl 3-cyclopropyl-3-oxopropanoate), S(O)(O)(=O)=O (sulfuric acid). Procedure: To the solution of 2-amino-4′-fluorobenzophenone (100 g) in methanol (500 ml) added Methyl 3-cyclopropyl-3-oxopropanoate (132 g), sulfuric acid (5 ml) and stirred for 15 minutes at 25° C. Heated the reaction mixture to 65° C. for 22 hrs. Distilled off the methanol completely under reduced pressure. Cooled the reaction mixture to 25° C., added water (500 ml) and stirred for 30 minutes. Cooled the reaction mixture to 0° C. and pH adjusted to 6.0 with sodium carbonate solution. Stirred the reaction... The product is C1(CC1)C1=NC2=CC=CC=C2C(=C1C(=O)OC)C1=CC=C(C=C1)F (methyl 2-cyclopropyl-4-(4-fluorophenyl)quinoline-3-carboxylate). RXN SMILES: [NH2:1][C:2]1[CH:16]=[CH:15][CH:14]=[CH:13][C:3]=1[C:4]([C:6]1[CH:11]=[CH:10][C:9]([F:12])=[CH:8][CH:7]=1)=O.[CH:17]1([C:20](=O)[CH2:21][C:22]([O:24][CH3:25])=[O:23])[CH2:19][CH2:18]1.S(=O)(=O)(O)O>CO>[CH:17]1([C:20]2[C:21]([C:22]([O:24][CH3:25])=[O:23])=[C:4]([C:6]3[CH:11]=[CH:10][C:9]([F:12])=[CH:8][CH:7]=3)[C:3]3[C:2](=[CH:16][CH:15]=[CH:14][CH:13]=3)[N:1]=2)[CH2:19][CH2:18]1. Run in CO (methanol). Conditions: temperature 25 celsius, time 15 minute. Reactants: CC1(CCC(C=2C=CC(=CC12)C#CC1=CC=C(C(=O)O)C=C1)=O)C (4-[(5,6,7,8-tetrahydro-8,8-dimethyl-5-oxonaphth-2-yl) ethynyl]benzoic acid), CC1(CCC(C=2C=CC(=CC12)C#CC1=CC=C(C(=O)O)C=C1)=O)C (4-[(5,6,7,8-tetrahydro-8,8-dimethyl-5-oxonaphth-2-yl) ethynyl]benzoic acid), CN(C)C1=NC=CC=C1 (dimethylaminopyridine), C[Si](C)(C)C(C)O (trimethylsilylethanol), Cl.CN(CCCN=C=NCC)C (1-(3-dimethylaminopropyl)-3-ethyl carbodiimide hydrochloride). Run in C(Cl)Cl (CH2Cl2). Run at temperature 25 celsius, time 5 hour. The product is CC1(CCC(C=2C=CC(=CC12)C#CC1=CC=C(C(=O)OCC[Si](C)(C)C)C=C1)=O)C (Trimethylsilylethyl 4-[(5,6,7,8-tetrahydro-8,8-dimethyl-5-oxonaphth-2-yl)ethynyl]benzoate). As a reaction SMILES: [CH3:1][C:2]1([CH3:24])[C:11]2[CH:10]=[C:9]([C:12]#[C:13][C:14]3[CH:22]=[CH:21][C:17]([C:18]([OH:20])=[O:19])=[CH:16][CH:15]=3)[CH:8]=[CH:7][C:6]=2[C:5](=[O:23])[CH2:4][CH2:3]1.CN(C1C=CC=CN=1)C.[CH3:34][Si:35]([CH:38](O)[CH3:39])([CH3:37])[CH3:36].Cl.CN(C)CCCN=C=NCC>C(Cl)Cl>[CH3:1][C:2]1([CH3:24])[C:11]2[CH:10]=[C:9]([C:12]#[C:13][C:14]3[CH:15]=[CH:16][C:17]([C:18]([O:20][CH2:39][CH2:38][Si:35]([CH3:37])([CH3:36])[CH3:34])=[O:19])=[CH:21][CH:22]=3)[CH:8]=[CH:7][C:6]=2[C:5](=[O:23])[CH2:4][CH2:3]1 |f:3.4|. Procedure: To a solution of 0.24 g (0.73 mmol) of 4-[(5,6,7,8-tetrahydro-8,8-dimethyl-5-oxonaphth-2-yl)ethynyl]benzoic acid (Compound 7) in 10 ml of dry CH2Cl2 was added 0.09 g (0.74 mmol) of dimethylaminopyridine, 0.115 ml (0.80 mmol) of trimethylsilylethanol and 0.17 g (0.88 mmol) of 1-(3-dimethylaminopropyl)-3-ethyl carbodiimide hydrochloride. The reaction mixture was stirred at 25° C. for 5 hours, washed with sat. aqueous NaHCO3 and brine, dried over Na2SO4 and concentrated in vacuo to an oil. Purifica...